The task is: describe an organic reaction: reactants, conditions, products, and yield. This data is from the Open Reaction Database (ORD), a public repository of structured organic reaction records. Starting materials: CC1CCCN1CCc1cc2ccc(Br)cc2cn1, N#Cc1ccc(B(O)O)cc1, CC(C)O, [K+], [K+], [K+], O=P([O-])([O-])[O-]. The product is CC1CCCN1CCc1cc2ccc(-c3ccc(C#N)cc3)cc2cn1. RXN SMILES: [Br:1][c:2]1[cH:3][cH:4][c:5]2[cH:6][c:7]([CH2:12][CH2:13][N:14]3[CH:15]([CH3:19])[CH2:16][CH2:17][CH2:18]3)[n:8][cH:9][c:10]2[cH:11]1.[C:20](#[N:21])[c:22]1[cH:23][cH:24][c:25]([B:28]([OH:29])[OH:30])[cH:26][cH:27]1.[CH:39]([OH:40])([CH3:41])[CH3:42].[K+:36].[K+:37].[K+:38].[P:31]([O-:32])([O-:33])([O-:34])=[O:35]>>[c:2]1(-[c:25]2[cH:24][cH:23][c:22]([C:20]#[N:21])[cH:27][cH:26]2)[cH:3][cH:4][c:5]2[cH:6][c:7]([CH2:12][CH2:13][N:14]3[CH:15]([CH3:19])[CH2:16][CH2:17][CH2:18]3)[n:8][cH:9][c:10]2[cH:11]1. Reactants: NC1=CC=C(C=C1)N1C2=C(NC(CC1=O)=O)C=1CCCCC1C=C2 (5-(4-Aminophenyl)-1,5,8,9,10,11-hexahydronaphtho[1,2-b][1,4]diazepine-2,4-dione), BrC=1C=C(C=CC1)S(=O)(=O)Cl (3-bromobenzenesulfonyl chloride). Solvent: N1=CC=CC=C1 (pyridine). Product: BrC=1C=C(C=CC1)S(=O)(=O)NC1=CC=C(C=C1)N1C2=C(NC(CC1=O)=O)C=1CCCCC1C=C2 (3-Bromo-N-[4-(2,4-dioxo-1,2,3,4,8,9,10,11-octahydronaphtho[1,2-b][1,4]diazepin-5-yl)phenyl]benzenesulfonamide). The yield is 28.5%. As a reaction SMILES: [NH2:1][C:2]1[CH:7]=[CH:6][C:5]([N:8]2[C:14](=[O:15])[CH2:13][C:12](=[O:16])[NH:11][C:10]3[C:17]4[CH2:18][CH2:19][CH2:20][CH2:21][C:22]=4[CH:23]=[CH:24][C:9]2=3)=[CH:4][CH:3]=1.[Br:25][C:26]1[CH:27]=[C:28]([S:32](Cl)(=[O:34])=[O:33])[CH:29]=[CH:30][CH:31]=1>N1C=CC=CC=1>[Br:25][C:26]1[CH:27]=[C:28]([S:32]([NH:1][C:2]2[CH:3]=[CH:4][C:5]([N:8]3[C:14](=[O:15])[CH2:13][C:12](=[O:16])[NH:11][C:10]4[C:17]5[CH2:18][CH2:19][CH2:20][CH2:21][C:22]=5[CH:23]=[CH:24][C:9]3=4)=[CH:6][CH:7]=2)(=[O:34])=[O:33])[CH:29]=[CH:30][CH:31]=1. Procedure: 5-(4-Aminophenyl)-1,5,8,9,10,11-hexahydronaphtho[1,2-b][1,4]diazepine-2,4-dione (65 mg, 202 mmol) obtained in Example 55, and 3-bromobenzenesulfonyl chloride (78 mg, 0.305 mmol) were treated by heating in pyridine (2.0 mL). After the disappearance of the starting materials was confirmed, the same treatment as that of Example 145 was performed to obtain the title compound (47 mg, yield 43%) as white crystals. Starting materials: C[O-].[Na+] (Sodium methoxide), ClCC1=CC=CC=2C=C(CCOC21)C(=O)OC (methyl 2,3-dihydro-9-chloromethyl-1-benzoxepin-4-carboxylate). Solvent: CO (methanol), CO (methanol). Conditions: time 2 hour. Yields the product COCC1=CC=CC=2C=C(CCOC21)C(=O)OC (methyl 2,3-dihydro-9-methoxymethyl-1-benzoxepin-4-carboxylate). RXN SMILES: [CH3:1][O-:2].[Na+].Cl[CH2:5][C:6]1[C:16]2[O:15][CH2:14][CH2:13][C:12]([C:17]([O:19][CH3:20])=[O:18])=[CH:11][C:10]=2[CH:9]=[CH:8][CH:7]=1>CO>[CH3:1][O:2][CH2:5][C:6]1[C:16]2[O:15][CH2:14][CH2:13][C:12]([C:17]([O:19][CH3:20])=[O:18])=[CH:11][C:10]=2[CH:9]=[CH:8][CH:7]=1 |f:0.1|. Reported procedure: 28% Sodium methoxide in methanol (1.2ml) was added to a solution of methyl 2,3-dihydro-9-chloromethyl-1-benzoxepin-4-carboxylate (0.8 g) in methanol (8 ml) under ice-cooling and the mixture was stirred at the same temperature for 2 hours. The solvent was removed by concentration and to the residue was added a mixture of ethyl acetate and water. The separated organic layer was washed with water, dried over magnesium sulfate and evaporated in vacuo to give methyl 2,3-dihydro-9-methoxymethyl-1-benz... Reactants: C1CCOC1, COC(=O)c1cnc(-c2cccc(OC)c2)nc1, CO, [Li+], [OH-], O, O. Product: COc1cccc(-c2ncc(C(=O)O)cn2)c1. As a reaction SMILES: [CH2:25]1[O:26][CH2:27][CH2:28][CH2:29]1.[CH3:1][O:2][C:3](=[O:4])[c:5]1[cH:6][n:7][c:8](-[c:11]2[cH:12][c:13]([O:17][CH3:18])[cH:14][cH:15][cH:16]2)[n:9][cH:10]1.[CH3:22][OH:23].[Li+:21].[OH-:20].[OH2:19].[OH2:24]>>[O:2]=[C:3]([OH:4])[c:5]1[cH:6][n:7][c:8](-[c:11]2[cH:12][c:13]([O:17][CH3:18])[cH:14][cH:15][cH:16]2)[n:9][cH:10]1. Reactants: CCCn1nccc1-c1csc(C(=O)OC)c1, C1CCOC1, O=C1CCC(=O)N1Cl. Product: CCCn1ncc(Cl)c1-c1csc(C(=O)OC)c1. Reaction SMILES: [CH2:1]([CH2:2][CH3:3])[n:4]1[n:5][cH:6][cH:7][c:8]1-[c:9]1[cH:10][c:11]([C:14](=[O:15])[O:16][CH3:17])[s:12][cH:13]1.[CH2:26]1[O:27][CH2:28][CH2:29][CH2:30]1.[Cl:18][N:19]1[C:20](=[O:21])[CH2:22][CH2:23][C:24]1=[O:25]>>[CH2:1]([CH2:2][CH3:3])[n:4]1[n:5][cH:6][c:7]([Cl:18])[c:8]1-[c:9]1[cH:10][c:11]([C:14](=[O:15])[O:16][CH3:17])[s:12][cH:13]1. Starting materials: CCN(C)CC(C)N1c2ccccc2Sc2ccc(C(N)=S)cc21, CCCCN, CCO, S. Yields the product CCCCNC(=S)c1ccc2c(c1)N(C(C)CN(C)CC)c1ccccc1S2. Reaction SMILES: [CH2:1]([CH3:2])[N:3]([CH3:4])[CH2:5][CH:6]([CH3:7])[N:8]1[c:9]2[cH:10][cH:11][cH:12][cH:13][c:14]2[S:15][c:16]2[cH:17][cH:18][c:19]([C:22]([NH2:23])=[S:24])[cH:20][c:21]21.[CH2:25]([CH2:26][CH2:27][CH3:28])[NH2:29].[CH3:31][CH2:32][OH:33].[SH2:30]>>[CH2:1]([CH3:2])[N:3]([CH3:4])[CH2:5][CH:6]([CH3:7])[N:8]1[c:9]2[cH:10][cH:11][cH:12][cH:13][c:14]2[S:15][c:16]2[cH:17][cH:18][c:19]([C:22]([NH:23][CH2:25][CH2:26][CH2:27][CH3:28])=[S:24])[cH:20][c:21]21. Reactants: C[C@@H]1[C@@H](N(CCC1)C(=O)OCC=C)CNC1=NC=C(C=C1)C(F)(F)F (rac-cis-allyl 3-methyl-2-(((5-(trifluoromethyl)pyridin-2-yl)amino)methyl)piperidine-1-carboxylate), N1CCOCC1 (morpholine). Reagents/catalysts: C=1C=CC(=CC1)[P](C=2C=CC=CC2)(C=3C=CC=CC3)[Pd]([P](C=4C=CC=CC4)(C=5C=CC=CC5)C=6C=CC=CC6)([P](C=7C=CC=CC7)(C=8C=CC=CC8)C=9C=CC=CC9)[P](C=1C=CC=CC1)(C=1C=CC=CC1)C=1C=CC=CC1 (Pd(PPh3)4). Run in C1CCOC1 (THF). Run at time 1 hour. The product is C[C@@H]1[C@@H](NCCC1)CNC1=NC=C(C=C1)C(F)(F)F (rac-cis-N-((3-Methylpiperidin-2-yl)methyl)-5-(trifluoromethyl)pyridin-2-amine). RXN SMILES: [CH3:1][C@H:2]1[CH2:7][CH2:6][CH2:5][N:4](C(OCC=C)=O)[C@H:3]1[CH2:14][NH:15][C:16]1[CH:21]=[CH:20][C:19]([C:22]([F:25])([F:24])[F:23])=[CH:18][N:17]=1.N1CCOCC1>C1C=CC([P]([Pd]([P](C2C=CC=CC=2)(C2C=CC=CC=2)C2C=CC=CC=2)([P](C2C=CC=CC=2)(C2C=CC=CC=2)C2C=CC=CC=2)[P](C2C=CC=CC=2)(C2C=CC=CC=2)C2C=CC=CC=2)(C2C=CC=CC=2)C2C=CC=CC=2)=CC=1.C1COCC1>[CH3:1][C@H:2]1[CH2:7][CH2:6][CH2:5][NH:4][C@H:3]1[CH2:14][NH:15][C:16]1[CH:21]=[CH:20][C:19]([C:22]([F:25])([F:23])[F:24])=[CH:18][N:17]=1 |^1:35,37,56,75|. Reported procedure: To a mixture of rac-cis-allyl 3-methyl-2-(((5-(trifluoromethyl)pyridin-2-yl)amino)methyl)piperidine-1-carboxylate (1.18 g, 3.32 mmol), Pd(PPh3)4 (0.384 g, 0.003 mmol) and THF (20 mL) was added morpholine (3.0 mL, 33.2 mmol). The mixture was degassed for 5 min and stirred at rt. The reaction was monitored for disappearance of starting material by analytical reverse-phase HPLC. After ˜1 h, the reaction was concentrated in vacuo. The crude residue was taken up in EtOAc, and washed with sat aqueous ... Reactants: C(C)(C)N1CC(OCC1=O)C(=O)OC=1C=C2CCCC2=CC1 (4-isopropyl-5-oxo-2-(1-oxo-5-indanyloxymethyl)morpholine), [OH-].[Na+] (sodium hydroxide), O1CCCC1 (tetrahydrofuran), [H-].[Al+3].[Li+].[H-].[H-].[H-] (lithium aluminum hydride). Solvent: O (water), O (water). Run at time 18 hour. Yields the product OC(C1CN(CCO1)C(C)C)OC=1C=C2CCCC2=CC1 (2-(1-hydroxy-5-indanyloxymethyl)-4-isopropylmorpholine). Isolated yield 68.7%. RXN SMILES: [CH:1]([N:4]1[C:9](=O)[CH2:8][O:7][CH:6]([C:11]([O:13][C:14]2[CH:15]=[C:16]3[C:20](=[CH:21][CH:22]=2)[CH2:19][CH2:18][CH2:17]3)=[O:12])[CH2:5]1)([CH3:3])[CH3:2].O1CCCC1.[H-].[Al+3].[Li+].[H-].[H-].[H-].[OH-].[Na+]>O>[OH:12][CH:11]([O:13][C:14]1[CH:15]=[C:16]2[C:20](=[CH:21][CH:22]=1)[CH2:19][CH2:18][CH2:17]2)[CH:6]1[O:7][CH2:8][CH2:9][N:4]([CH:1]([CH3:3])[CH3:2])[CH2:5]1 |f:2.3.4.5.6.7,8.9|. Reported procedure: After mixing 3.03 g, of 4-isopropyl-5-oxo-2-(1-oxo-5-indanyloxymethyl)morpholine, 100 ml. of tetrahydrofuran, and 2.0 g. of lithium aluminum hydride under ice-cooling, the mixture was stirred for 18 hours at room temperature. Then, 2.0 ml. of water, 2.0 ml. of 15% sodium hydroxide aqueous solution, and then 6 ml. of water were added to the mixture followed by stirring for 30 minutes. The mixture was then filtered and the filtrate was concentrated. The residue formed was adsorbed on a silica gel ...